From a dataset of the Open Reaction Database (ORD), a public repository of structured organic reaction records. describe an organic reaction: reactants, conditions, products, and yield Reactants: COC1=CC=C(C=C1)CCCCCCCCC(=O)O (9(4-methoxyphenyl)nonanoic acid), Br (hydrogen bromide). As a reaction SMILES: C[O:2][C:3]1[CH:8]=[CH:7][C:6]([CH2:9][CH2:10][CH2:11][CH2:12][CH2:13][CH2:14][CH2:15][CH2:16][C:17]([OH:19])=[O:18])=[CH:5][CH:4]=1.Br>>[OH:2][C:3]1[CH:4]=[CH:5][C:6]([CH2:9][CH2:10][CH2:11][CH2:12][CH2:13][CH2:14][CH2:15][CH2:16][C:17]([OH:19])=[O:18])=[CH:7][CH:8]=1. Reported procedure: In step 1 of this synthetic sequence, the ether group of 9(4-methoxyphenyl)nonanoic acid is cleaved with hydrogen bromide to give the alcohol, 9(4-hydroxyphenyl)nonanoic acid. In step 2, this acid is converted to its methyl ester. In step 3, the 9(4-hydroxyphenyl)nonanoic acid, methyl ester is alkylated (with n-butyl or n-hexyl bromide) and then hydrolyzed to give 9(4-alkoxyphenyl)nonanoic acids. In step 4, the acid is converted to the acid chloride, using thionyl chloride. In step 5, the acid c... The product is alcohol, OC1=CC=C(C=C1)CCCCCCCCC(=O)O (9(4-hydroxyphenyl)nonanoic acid). The reactants are COC1=C(C=CC=C1)C1=CC=C2CC(NC2=C1)=O (6-(2-methoxyphenyl)-2-oxindole), C(=O)C=1NC=2CCCCC2C1CCC(=O)O (3-(2-formyl-4,5,6,7-tetrahydro-1H-indol-3-yl)-propionic acid). The reagents and catalysts are N1CCCCC1 (piperidine). Solvent: C(C)O (ethanol). Reaction conditions: time 4 hour. Yields the product COC1=C(C=CC=C1)C1=CC=C2C(C(NC2=C1)=O)=CC=1NC=2CCCCC2C1CCC(=O)O (3-{2-[6-(2-methoxyphenyl)-2-oxo-1,2-dihydroindol-3-ylidenemethyl]-4,5,6,7-tetrahydro-1H-indol-3yl}-propionic acid). Isolated yield 35.3%. As a reaction SMILES: [CH3:1][O:2][C:3]1[CH:8]=[CH:7][CH:6]=[CH:5][C:4]=1[C:9]1[CH:17]=[C:16]2[C:12]([CH2:13][C:14](=[O:18])[NH:15]2)=[CH:11][CH:10]=1.[CH:19]([C:21]1[NH:22][C:23]2[CH2:24][CH2:25][CH2:26][CH2:27][C:28]=2[C:29]=1[CH2:30][CH2:31][C:32]([OH:34])=[O:33])=O>N1CCCCC1.C(O)C>[CH3:1][O:2][C:3]1[CH:8]=[CH:7][CH:6]=[CH:5][C:4]=1[C:9]1[CH:17]=[C:16]2[C:12]([C:13](=[CH:19][C:21]3[NH:22][C:23]4[CH2:24][CH2:25][CH2:26][CH2:27][C:28]=4[C:29]=3[CH2:30][CH2:31][C:32]([OH:34])=[O:33])[C:14](=[O:18])[NH:15]2)=[CH:11][CH:10]=1. Procedure: A mixture of 103 mg of 6-(2-methoxyphenyl)-2-oxindole, 95 mg of 3-(2-formyl-4,5,6,7-tetrahydro-1H-indol-3-yl)-propionic acid and piperidine (3 drops) in ethanol (2 mL) was held in a sealed tube at 90° C. for 4 hrs. The reaction mixture was concentrated and acidified with 6 N hydrochloric acid. The precipitate was collected by filtration and washed with water and hexane to give 67 mg of 3-{2-[6-(2-methoxyphenyl)-2-oxo-1,2-dihydroindol-3-ylidenemethyl]-4,5,6,7-tetrahydro-1H-indol-3yl}-propionic ac...